From a dataset of the Open Reaction Database (ORD), a public repository of structured organic reaction records. describe an organic reaction: reactants, conditions, products, and yield Reactants: ClC1=NC=C(C(=N1)Cl)[N+](=O)[O-] (2,4-dichloro-5-nitropyrimidine), [S-]C#N.[K+] (potassium thiocyanate), O (water). Solvent: C(C)(=O)O (acetic acid). Conditions: time 3 hour. Product: ClC1=NC=C(C(=N1)SC#N)[N+](=O)[O-] (2-chloro-5-nitropyrimidin-4-yl thiocyanate). Isolated yield 88.8%. As a reaction SMILES: [Cl:1][C:2]1[N:7]=[C:6](Cl)[C:5]([N+:9]([O-:11])=[O:10])=[CH:4][N:3]=1.[S-:12][C:13]#[N:14].[K+].O>C(O)(=O)C>[Cl:1][C:2]1[N:7]=[C:6]([S:12][C:13]#[N:14])[C:5]([N+:9]([O-:11])=[O:10])=[CH:4][N:3]=1 |f:1.2|. Reported procedure: To a solution of 2,4-dichloro-5-nitropyrimidine (16.7 g, 85.8 mmol) in acetic acid (100 mL) was added at room temperature potassium thiocyanate (8.82 g, 90.8 mmol) over 1.5 hr or longer, and the mixture was stirred for 3 hr. The reaction mixture was poured into vigorously stirred water (500 mL), and the mixture was stirred for 30 min. The resulting solid was collected by filtration, and dried to give the title compound (16.5 g, 89%) as pale-yellow crystals. Reactants: CC(C)([O-])C.[Na+] (sodium tert-butoxide), C(C)(C)(C)P(C1=C(C=CC=C1)C1=C(C=C(C=C1C(C)C)C(C)C)C(C)C)C(C)(C)C (2-di-t-butylphosphino-2′,4′,6′-tri-isopropyl-1,1′-biphenyl), ClC=1C=C(C(=NC1)NC=1C=NC(=CC1)OC)C1=C2N=CN(C2=NC(=N1)C)C1OCCCC1 (5-chloro-N-(6-methoxypyridin-3-yl)-3-(2-methyl-9-(tetrahydro-2H-pyran-2-yl)-9H-purin-6-yl)pyridin-2-amine), COC1=CC=C(C=C1)N (4-anisidine). The reagents and catalysts are C=1C=CC(=CC1)/C=C/C(=O)/C=C/C2=CC=CC=C2.C=1C=CC(=CC1)/C=C/C(=O)/C=C/C2=CC=CC=C2.C=1C=CC(=CC1)/C=C/C(=O)/C=C/C2=CC=CC=C2.[Pd].[Pd] (Pd2(dba)3). Solvent: C1CCOC1 (THF), O (water). Conditions: time 8 hour. Yields the product COC1=CC=C(C=C1)NC=1C=C(C(=NC1)NC=1C=NC(=CC1)OC)C1=C2N=CN(C2=NC(=N1)C)C1OCCCC1 (N5-(4-methoxyphenyl)-N2-(6-methoxypyridin-3-yl)-3-(2-methyl-9-(tetrahydro-2H-pyran-2-yl)-9H-purin-6-yl)pyridine-2,5-diamine). As a reaction SMILES: Cl[C:2]1[CH:3]=[C:4]([C:17]2[N:25]=[C:24]([CH3:26])[N:23]=[C:22]3[C:18]=2[N:19]=[CH:20][N:21]3[CH:27]2[CH2:32][CH2:31][CH2:30][CH2:29][O:28]2)[C:5]([NH:8][C:9]2[CH:10]=[N:11][C:12]([O:15][CH3:16])=[CH:13][CH:14]=2)=[N:6][CH:7]=1.[CH3:33][O:34][C:35]1[CH:40]=[CH:39][C:38]([NH2:41])=[CH:37][CH:36]=1.CC(C)([O-])C.[Na+].C(P(C(C)(C)C)C1C=CC=CC=1C1C(C(C)C)=CC(C(C)C)=CC=1C(C)C)(C)(C)C>C1COCC1.O.C1C=CC(/C=C/C(/C=C/C2C=CC=CC=2)=O)=CC=1.C1C=CC(/C=C/C(/C=C/C2C=CC=CC=2)=O)=CC=1.C1C=CC(/C=C/C(/C=C/C2C=CC=CC=2)=O)=CC=1.[Pd].[Pd]>[CH3:33][O:34][C:35]1[CH:40]=[CH:39][C:38]([NH:41][C:2]2[CH:3]=[C:4]([C:17]3[N:25]=[C:24]([CH3:26])[N:23]=[C:22]4[C:18]=3[N:19]=[CH:20][N:21]4[CH:27]3[CH2:32][CH2:31][CH2:30][CH2:29][O:28]3)[C:5]([NH:8][C:9]3[CH:10]=[N:11][C:12]([O:15][CH3:16])=[CH:13][CH:14]=3)=[N:6][CH:7]=2)=[CH:37][CH:36]=1 |f:2.3,7.8.9.10.11|. Reported procedure: A mixture of 5-chloro-N-(6-methoxypyridin-3-yl)-3-(2-methyl-9-(tetrahydro-2H-pyran-2-yl)-9H-purin-6-yl)pyridin-2-amine (0.115 g, 0.254 mmol) and 4-anisidine (0.117 mL, 1.018 mmol) (Aldrich, St. Louis, Mo.) in THF (10 mL) was treated with sodium tert-butoxide (0.073 g, 0.763 mmol) (Aldrich, St. Louis, Mo.) and 2-di-t-butylphosphino-2′,4′,6′-tri-isopropyl-1,1′-biphenyl (0.025 g) (Strem Chemicals, Inc., Newburyport, Mass.). The mixture was deoxygenated and Pd2(dba)3 (0.023 g, 0.025 mmol) (Strem Che... Reactants: Br.OCCOC=1C=CNC=CC1 (4-(2'-hydroxyethoxy)-1H-azepin hydrobromide). Solvent: C(Cl)(Cl)Cl (chloroform), P(Br)(Br)Br (phosphorous tribromide). Reaction conditions: time 24 hour. Product: Br.BrCCOC=1C=CNC=CC1 (4-(2'-bromoethoxy)-1H-azepin hydrobromide). Reaction SMILES: [BrH:1].O[CH2:3][CH2:4][O:5][C:6]1[CH:7]=[CH:8][NH:9][CH:10]=[CH:11][CH:12]=1>C(Cl)(Cl)Cl.P(Br)(Br)Br>[BrH:1].[Br:1][CH2:3][CH2:4][O:5][C:6]1[CH:7]=[CH:8][NH:9][CH:10]=[CH:11][CH:12]=1 |f:0.1,4.5|. Reported procedure: To a suspension of (C) (8 g) in dry chloroform, phosphorous tribromide (8 ml) was added. The mixture was stirred for 24 hours at room temperature. The solvent was stripped in vacuo, and the residue was triturated with five 50 ml portions of dry ether, and finally dried in vacuo to give (D) as a viscous oil. The reactants are BrC(Br)(Br)Br, ClCCl, C=CCOC(=O)c1cccc(CO)n1, c1ccc(P(c2ccccc2)c2ccccc2)cc1. The product is C=CCOC(=O)c1cccc(CBr)n1. As a reaction SMILES: [Br:15][C:16]([Br:17])([Br:18])[Br:19].[Cl:39][CH2:40][Cl:41].[OH:1][CH2:2][c:3]1[cH:4][cH:5][cH:6][c:7]([C:9](=[O:10])[O:11][CH2:12][CH:13]=[CH2:14])[n:8]1.[c:20]1([P:21]([c:22]2[cH:23][cH:24][cH:25][cH:26][cH:27]2)[c:28]2[cH:29][cH:30][cH:31][cH:32][cH:33]2)[cH:34][cH:35][cH:36][cH:37][cH:38]1>>[CH2:2]([c:3]1[cH:4][cH:5][cH:6][c:7]([C:9](=[O:10])[O:11][CH2:12][CH:13]=[CH2:14])[n:8]1)[Br:15]. The reactants are CCOC(C)=O, O=C(O)C=Cc1ccc(O)cc1. Yields the product O=C(O)CCc1ccc(O)cc1. RXN SMILES: [CH3:13][CH2:14][O:15][C:16]([CH3:17])=[O:18].[OH:1][c:2]1[cH:3][cH:4][c:5]([CH:6]=[CH:7][C:8](=[O:9])[OH:10])[cH:11][cH:12]1>>[OH:1][c:2]1[cH:3][cH:4][c:5]([CH2:6][CH2:7][C:8](=[O:9])[OH:10])[cH:11][cH:12]1. Reactants: BrCC1=CC=C(C#N)C=C1 (4-(bromomethyl)benzonitrile), solution, C[Si](C)(C)[N-][Si](C)(C)C.[Na+] (sodium bis(trimethylsilyl)amide), N1N=C(N=C1)CC1=CC=C(C#N)C=C1 (4-[1-(1,2,4-triazolyl)methyl]benzonitrile), IV, N1N=C(N=C1)[Na] (1,2,4-triazolylsodium), C1(=CC=C(C=C1)C#N)C (4-tolunitrile), FC1=CC=C(C#N)C=C1 (4-fluorobenzonitrile). Solvent: C1CCOC1 (THF), CC(=O)N(C)C (dimethylacetamide). Conditions: time 1 hour. The product is C1=CC(=CC=C1C#N)C(C=2C=CC(=CC2)C#N)N3C=NC=N3 (letrozole). Reaction SMILES: [NH:1]1[CH:5]=[N:4][C:3]([Na])=[N:2]1.Br[CH2:8][C:9]1[CH:16]=[CH:15][C:12]([C:13]#[N:14])=[CH:11][CH:10]=1.[C:17]1(C)[CH:22]=[CH:21][C:20]([C:23]#[N:24])=[CH:19][CH:18]=1.N1C=NC(CC2C=CC(C#N)=CC=2)=N1.FC1C=CC(C#N)=CC=1.C[Si]([N-][Si](C)(C)C)(C)C.[Na+]>C1COCC1.CC(N(C)C)=O>[CH:11]1[C:12]([C:13]#[N:14])=[CH:15][CH:16]=[C:9]([CH:8]([N:2]2[N:1]=[CH:5][N:4]=[CH:3]2)[C:17]2[CH:18]=[CH:19][C:20]([C:23]#[N:24])=[CH:21][CH:22]=2)[CH:10]=1 |f:5.6|. Procedure details: A glass reactor was charged with 46 grams of 1,2,4-triazolylsodium and 1350 grams of dimethylacetamide. At a temperature between −15° C. and −10° C., 90 grams of 4-(bromomethyl)benzonitrile (95 grams of industrial grade having a purity of about 94 percent by weight, containing about 6 percent by weight of 4-tolunitrile) were added over a period of 30 minutes. After stirring at a temperature between −15° C. and −10° C. for 1 hour, and then at a temperature between −5° C. and 0° C. for 1 hour, an ...